From a dataset of the Open Reaction Database (ORD), a public repository of structured organic reaction records. describe an organic reaction: reactants, conditions, products, and yield The reactants are [Li]CCCC, C1CCOC1, Ic1ccc(I)cc1, O=C1CCOCC1, O. The product is OC1(c2ccc(I)cc2)CCOCC1. RXN SMILES: [CH2:1]([Li:2])[CH2:3][CH2:4][CH3:5].[CH2:22]1[O:23][CH2:24][CH2:25][CH2:26]1.[I:6][c:7]1[cH:8][cH:9][c:10]([I:13])[cH:11][cH:12]1.[O:14]1[CH2:15][CH2:16][C:17](=[O:20])[CH2:18][CH2:19]1.[OH2:21]>>[c:7]1([C:17]2([OH:20])[CH2:16][CH2:15][O:14][CH2:19][CH2:18]2)[cH:8][cH:9][c:10]([I:13])[cH:11][cH:12]1. Starting materials: C12(CC3CC(CC(C1)C3)C2)CCN2C(=NC=C2CO)CCCC (1-[2-(1-adamantyl)ethyl]-2-n-butyl-5-hydroxymethyl-imidazole). The reagents and catalysts are [O-2].[O-2].[Mn+4] (manganese dioxide). Run in C1(=CC=CC=C1)C (toluene). Yields the product C12(CC3CC(CC(C1)C3)C2)CCN2C(=NC=C2C=O)CCCC (1-[2-(1-adamantyl)ethyl]-2-n-butyl-imidazol-5-carboxaldehyde). RXN SMILES: [C:1]12([CH2:11][CH2:12][N:13]3[C:17]([CH2:18][OH:19])=[CH:16][N:15]=[C:14]3[CH2:20][CH2:21][CH2:22][CH3:23])[CH2:10][CH:5]3[CH2:6][CH:7]([CH2:9][CH:3]([CH2:4]3)[CH2:2]1)[CH2:8]2>C1(C)C=CC=CC=1.[O-2].[O-2].[Mn+4]>[C:1]12([CH2:11][CH2:12][N:13]3[C:17]([CH:18]=[O:19])=[CH:16][N:15]=[C:14]3[CH2:20][CH2:21][CH2:22][CH3:23])[CH2:10][CH:5]3[CH2:6][CH:7]([CH2:9][CH:3]([CH2:4]3)[CH2:2]1)[CH2:8]2 |f:2.3.4|. Procedure: The above prepared compound (5.4 g) was stirred at room temperature with potassium hydroxide (5.2 g) in ethanol (200 ml) for one hour. The mixture was concentrated, poured into water, stirred and filtered to give 1-[2-(1-adamantyl)ethyl]-2-n-butyl-5-hydroxymethyl-imidazole. The hydroxymethyl group was oxidized by refluxing the imidazole compound (51.1 g) with manganese dioxide (20.3 g) in toluene (200 ml) to give 1-[2-(1-adamantyl)ethyl]-2-n-butyl-imidazol-5-carboxaldehyde.